The task is: describe an organic reaction: reactants, conditions, products, and yield. This data is from the Open Reaction Database (ORD), a public repository of structured organic reaction records. The reactants are O=C(Cl)OCc1ccccc1, Cl, NC(CC(=O)O)c1cccs1, [Na+], C1COCCO1, [OH-]. Reaction SMILES: [CH2:12]([c:13]1[cH:14][cH:15][cH:16][cH:17][cH:18]1)[O:19][C:20](=[O:21])[Cl:22].[ClH:29].[NH2:1][CH:2]([CH2:3][C:4](=[O:5])[OH:6])[c:7]1[s:8][cH:9][cH:10][cH:11]1.[Na+:31].[O:23]1[CH2:24][CH2:25][O:26][CH2:27][CH2:28]1.[OH-:30]>>[NH:1]([CH:2]([CH2:3][C:4](=[O:5])[OH:6])[c:7]1[s:8][cH:9][cH:10][cH:11]1)[C:20]([O:19][CH2:12][c:13]1[cH:14][cH:15][cH:16][cH:17][cH:18]1)=[O:21]. Product: O=C(O)CC(NC(=O)OCc1ccccc1)c1cccs1.